describe an organic reaction: reactants, conditions, products, and yield From a dataset of the Open Reaction Database (ORD), a public repository of structured organic reaction records. Reactants: FC1=CC=CC(=N1)C(=O)NN (6-fluoro-2-pyridinecarbohydrazide), CC1=CC(=NC=C1)C(=O)O (4-methyl-2-pyridinecarboxylic acid), FC1=CC=CC(=N1)C(=O)O (6-fluoro-2-pyridinecarboxylic acid). The product is CC1=CC(=NC=C1)C(=O)NN (4-Methyl-2-pyridinecarbohydrazide). Reaction SMILES: F[C:2]1[N:7]=[C:6]([C:8]([NH:10][NH2:11])=[O:9])[CH:5]=[CH:4][CH:3]=1.[CH3:12]C1C=CN=C(C(O)=O)C=1.FC1N=C(C(O)=O)C=CC=1>>[CH3:12][C:4]1[CH:3]=[CH:2][N:7]=[C:6]([C:8]([NH:10][NH2:11])=[O:9])[CH:5]=1. Procedure details: 4-Methyl-2-pyridinecarbohydrazide was prepared in a manner analogous to that described above for 6-fluoro-2-pyridinecarbohydrazide (I23) but using 4-methyl-2-pyridinecarboxylic acid (CAS [4021-08-3], commercially available e.g. from Sigma-Aldrich or Fluorochem) in the place of 6-fluoro-2-pyridinecarboxylic acid.